From a dataset of the Open Reaction Database (ORD), a public repository of structured organic reaction records. describe an organic reaction: reactants, conditions, products, and yield The reactants are C(C)(=O)OC1=CC(=CC=2OC=3CCCCC3C(C12)C)C(C(CCCCC)C)C (1-Acetoxy-3-(1,2-dimethylheptyl)-5,6,7,8-tetrahydro-9-methylxanthene), C([O-])([O-])=O.[K+].[K+] (potassium carbonate), CO (methanol). The solvent is O (water). Yields the product CC(C(CCCCC)C)C=1C=C(C=2C(C=3CCCCC3OC2C1)C)O (3-(1,2-dimethylheptyl)-5,6,7,8,-tetrahydro-1-hydroxy-9-methylxanthene). Reaction SMILES: C([O:4][C:5]1[C:18]2[CH:17]([CH3:19])[C:16]3[CH2:15][CH2:14][CH2:13][CH2:12][C:11]=3[O:10][C:9]=2[CH:8]=[C:7]([CH:20]([CH3:28])[CH:21]([CH3:27])[CH2:22][CH2:23][CH2:24][CH2:25][CH3:26])[CH:6]=1)(=O)C.C(=O)([O-])[O-].[K+].[K+].CO>O>[CH3:28][CH:20]([C:7]1[CH:6]=[C:5]([OH:4])[C:18]2[CH:17]([CH3:19])[C:16]3[CH2:15][CH2:14][CH2:13][CH2:12][C:11]=3[O:10][C:9]=2[CH:8]=1)[CH:21]([CH3:27])[CH2:22][CH2:23][CH2:24][CH2:25][CH3:26] |f:1.2.3|. Reported procedure: 1-Acetoxy-3-(1,2-dimethylheptyl)-5,6,7,8-tetrahydro-9-methylxanthene is refluxed with potassium carbonate in 100 ml. of 15% aqueous methanol for 15 minutes. The reaction mixture is diluted with cold water and extracted with hexane. The organic phase is washed with water, dried (Na2SO4) and concentrated in vacuo to give a residue which, upon distillation, gives 3-(1,2-dimethylheptyl)-5,6,7,8,-tetrahydro-1-hydroxy-9-methylxanthene. The reactants are [N+](=O)([O-])C1=CN=C(N1C)C1=NN=C2N1N=C(C=C2)N (3-(5-nitro-1-methyl-2-imidazolyl)-6-amino-s-triazolo[4,3-b]pyridazine), C(C)(=O)OC(C)=O (acetic anhydride), C (charcoal). Product: [N+](=O)([O-])C1=CN=C(N1C)C1=NN=C2N1N=C(C=C2)NC(C)=O (3-(5-Nitro-1-methyl-2-imidazolyl)-6-acetamido-s-triazolo[4,3-b]pyridazine). As a reaction SMILES: [N+:1]([C:4]1[N:8]([CH3:9])[C:7]([C:10]2[N:14]3[N:15]=[C:16]([NH2:19])[CH:17]=[CH:18][C:13]3=[N:12][N:11]=2)=[N:6][CH:5]=1)([O-:3])=[O:2].[C:20](OC(=O)C)(=[O:22])[CH3:21].C>>[N+:1]([C:4]1[N:8]([CH3:9])[C:7]([C:10]2[N:14]3[N:15]=[C:16]([NH:19][C:20](=[O:22])[CH3:21])[CH:17]=[CH:18][C:13]3=[N:12][N:11]=2)=[N:6][CH:5]=1)([O-:3])=[O:2]. Procedure: 1.45 g. 3-(5-nitro-1-methyl-2-imidazolyl)-6-amino-s-triazolo[4,3-b]pyridazine was boiled under reflux with 22 ml. acetic anhydride for 1.5 hours at 160° C. bath temperature, the solution obtained was then mixed with charcoal, suction filtered while still hot, washed with a little acetic anhydride and then with ether and dried for 3 hours at 120° C. There was thus obtained 0.79 g. of the desired 3-(5-nitro-1-methyl-2-imidazolyl)-6-acetamido-s-triazolo[4,3-b]pyridazine in the form of yellow-white ... Starting materials: CC1(CCC(C(C1)C#N)=O)C#C[Si](C)(C)C (5-methyl-2-oxo-5-((trimethylsilyl)ethynyl)cyclohexane-carbonitrile), C(#N)C1=C(C(=O)C(=C(C1=O)Cl)Cl)C#N (DDQ). Run in C1=CC=CC=C1 (benzene). Yields the product CC1(C=C(C(CC1)=O)C#N)C#C[Si](C)(C)C (3-Methyl-6-oxo-3-((trimethylsilyl)ethynyl)cyclohex-1-enecarbonitrile). The yield is 152.1%. Reaction SMILES: [CH3:1][C:2]1([C:11]#[C:12][Si:13]([CH3:16])([CH3:15])[CH3:14])[CH2:7][CH:6]([C:8]#[N:9])[C:5](=[O:10])[CH2:4][CH2:3]1.C(C1C(=O)C(Cl)=C(Cl)C(=O)C=1C#N)#N>C1C=CC=CC=1>[CH3:1][C:2]1([C:11]#[C:12][Si:13]([CH3:15])([CH3:14])[CH3:16])[CH2:3][CH2:4][C:5](=[O:10])[C:6]([C:8]#[N:9])=[CH:7]1. Procedure details: A solution of 5-methyl-2-oxo-5-((trimethylsilyl)ethynyl)cyclohexane-carbonitrile (270 mg) and DDQ (350 mg) in benzene (20 mL) was heated under reflux for 10 min. After removal of insoluble matter, the filtrate was concentrated in vacuo to give a residue (407 mg). The residue was purified by flash chromatography [hexanes-ethyl acetate (4:1)] to give 10 as a crystalline solid (142 mg, 78%): 1H NMR (acetone-d6) δ 7.71 (1H, d, J=1.5 Hz), 2.72 (1H, m), 2.62 (1H, m), 2.21 (2H, m), 1.55 (3H, s), 0.15 (... Reactants: C(C)(C)(C)OC(NC1=C(C=C(C(=C1)C(C)(C)C)S)C)=O ((5-tert-Butyl-4-mercapto-2-methyl-phenyl)-carbamic acid tert-butyl ester), C(C)(CC)[Li] (sec-butyllithium), CN(C)C=O (DMF). Run in C1CCOC1 (THF). Run at temperature -40 celsius, time 30 minute. The product is C(C)(C)(C)OC(=O)N1C=CC2=CC(=C(C=C12)C(C)(C)C)S (6-tert-Butyl-5-mercapto-indole-1-carboxylic acid tert-butyl ester). As a reaction SMILES: [C:1]([O:5][C:6](=[O:20])[NH:7][C:8]1[CH:13]=[C:12]([C:14]([CH3:17])([CH3:16])[CH3:15])[C:11]([SH:18])=[CH:10][C:9]=1[CH3:19])([CH3:4])([CH3:3])[CH3:2].[CH:21]([Li])(CC)C.CN(C=O)C>C1COCC1>[C:1]([O:5][C:6]([N:7]1[C:8]2[C:9](=[CH:10][C:11]([SH:18])=[C:12]([C:14]([CH3:17])([CH3:16])[CH3:15])[CH:13]=2)[CH:19]=[CH:21]1)=[O:20])([CH3:4])([CH3:3])[CH3:2]. Reported procedure: (5-tert-Butyl-4-mercapto-2-methyl-phenyl)-carbamic acid tert-butyl ester (prepared in Example EE; 20 g, 68 mmol) was dissolved in 100 mL of THF, cooled to −40° C., and treated dropwise with sec-butyllithium (1.3 M, 156 mL, 203 mmol). After the addition was complete, the reaction mixture was stirred at −30° C. to −45° C. for 30 minutes. To the mixture was added DMF (14.8 g, 203.39 mmol), and the solution was stirred at −35° C. for 30 minutes. The reaction mixture was slowly warmed to room tempera...